This data is from the Open Reaction Database (ORD), a public repository of structured organic reaction records. The task is: describe an organic reaction: reactants, conditions, products, and yield The reactants are COCC1=C(C(=CC=C1COC)[N+](=O)[O-])O (2,3-bis(methoxymethyl)-6-nitrophenol), C([S-])(OCC)=S.[K+] (potassium O-ethyl dithiocarbonate). Solvent: C(C)O (ethanol). Yields the product COCC1=C(C2=C(N=C(O2)S)C=C1)COC (6,7-bis(methoxymethyl)-2-mercaptobenzooxazole). Yield: 59.0%. RXN SMILES: [CH3:1][O:2][CH2:3][C:4]1[C:9]([CH2:10][O:11][CH3:12])=[CH:8][CH:7]=[C:6]([N+:13]([O-])=O)[C:5]=1[OH:16].[C:17](=S)(OCC)[S-:18].[K+]>C(O)C>[CH3:12][O:11][CH2:10][C:9]1[CH:8]=[CH:7][C:6]2[N:13]=[C:17]([SH:18])[O:16][C:5]=2[C:4]=1[CH2:3][O:2][CH3:1] |f:1.2|. Procedure: Thus, the aminophenol (276 mg, 1.29 mmol) was dissolved in ethanol (10 ml) and potassium O-ethyl dithiocarbonate (228 mg, 1.42 mmol) was added thereto followed by heating to reflux for 16 hours. After cooling, the solvent was evaporated therefrom in vacuo. The residue was acidified by adding 2N hydrochloric acid thereto and extracted with ethyl acetate. The organic layer was washed with water and a saturated sodium chloride solution successively and dried over anhydrous magnesium sulfate and the...